Dataset: the Open Reaction Database (ORD), a public repository of structured organic reaction records. Task: describe an organic reaction: reactants, conditions, products, and yield The reactants are Cc1cc(-c2ccc(Cl)cc2)nc(-c2cccc(-c3ccc(S(=O)(=O)NC(C)(C)C)s3)c2)n1, ClCCl, O=C(O)C(F)(F)F. Product: Cc1cc(-c2ccc(Cl)cc2)nc(-c2cccc(-c3ccc(S(N)(=O)=O)s3)c2)n1. Reaction SMILES: [C:1]([CH3:2])([CH3:3])([CH3:4])[NH:5][S:6](=[O:7])(=[O:8])[c:9]1[s:10][c:11](-[c:14]2[cH:15][c:16](-[c:20]3[n:21][c:22](-[c:27]4[cH:28][cH:29][c:30]([Cl:33])[cH:31][cH:32]4)[cH:23][c:24]([CH3:26])[n:25]3)[cH:17][cH:18][cH:19]2)[cH:12][cH:13]1.[Cl:41][CH2:42][Cl:43].[F:34][C:35]([F:36])([F:37])[C:38]([OH:39])=[O:40]>>[NH2:5][S:6](=[O:7])(=[O:8])[c:9]1[s:10][c:11](-[c:14]2[cH:15][c:16](-[c:20]3[n:21][c:22](-[c:27]4[cH:28][cH:29][c:30]([Cl:33])[cH:31][cH:32]4)[cH:23][c:24]([CH3:26])[n:25]3)[cH:17][cH:18][cH:19]2)[cH:12][cH:13]1. Reactants: C1(=CC=CC=C1)C (toluene), N1CCCCC1 (piperidine), N1=CC(=CC=C1)C=1C=C(C=C2C1OCO2)C=2C=C1C=CC(=CC1=CC2)C=O (6-[3-(3-pyridyl)-4,5-methylenedioxyphenyl]-2-naphthaldehyde), S1C(NC(C1)=O)=O (2,4-thiazolidinedione). Run in C(C)(=O)O (acetic acid). Run at time 1 hour. The product is N1=CC(=CC=C1)C=1C=C(C=C2C1OCO2)C=2C=C1C=CC(=CC1=CC2)N2C(SC(C2=O)=C)=O (6-[3-(3-pyridyl)-4,5-methylenedioxyphenyl]-naphthalen-2-yl-methylene-2,4-thiazolidinedione). As a reaction SMILES: [C:1]1(C)C=CC=CC=1.N1CCCCC1.[N:14]1[CH:19]=[CH:18][CH:17]=[C:16]([C:20]2[CH:21]=[C:22]([C:29]3[CH:30]=[C:31]4[C:36](=[CH:37][CH:38]=3)[CH:35]=[C:34](C=O)[CH:33]=[CH:32]4)[CH:23]=[C:24]3[O:28][CH2:27][O:26][C:25]=23)[CH:15]=1.[S:41]1[CH2:45][C:44](=[O:46])[NH:43][C:42]1=[O:47]>C(O)(=O)C>[N:14]1[CH:19]=[CH:18][CH:17]=[C:16]([C:20]2[CH:21]=[C:22]([C:29]3[CH:30]=[C:31]4[C:32](=[CH:37][CH:38]=3)[CH:33]=[C:34]([N:43]3[C:44](=[O:46])[C:45](=[CH2:1])[S:41][C:42]3=[O:47])[CH:35]=[CH:36]4)[CH:23]=[C:24]3[O:28][CH2:27][O:26][C:25]=23)[CH:15]=1. Procedure: A solution of toluene (8 mL), piperidine (0.008 mL), acetic acid (0.009 mL) and 6-[3-(3-pyridyl)-4,5-methylenedioxyphenyl]-2-naphthaldehyde (0.304 g, 0.86 mmol) and 2,4-thiazolidinedione (101 mg, 0.86 mmol) was heated at reflux for 16 hours under an argon atmosphere. The resulting suspension was filtered and the solid was stirred at room temperature in EtOH. After 1 hours, the solid was filtered and dried under high vacuum to afford 78.0 mg of 6-[3-(3-pyridyl)-4,5-methylenedioxyphenyl]-naphthale...